Dataset: the Open Reaction Database (ORD), a public repository of structured organic reaction records. Task: describe an organic reaction: reactants, conditions, products, and yield Starting materials: BrC1=CC=C(C=O)C=C1 (4-bromo-benzaldehyde), C(I)(I)I (iodoform). The reagents and catalysts are [Cl-].[Cr+2].[Cl-] (chromium (II) chloride). The solvent is O1CCCC1 (tetrahydrofuran), O1CCCC1 (tetrahydrofuran). Run at time 1 hour. The product is I\C=C\C1=CC=C(C=C1)Br ((E)-1-iodo-2-(4-bromophenyl)ethylene). RXN SMILES: [Br:1][C:2]1[CH:9]=[CH:8][C:5]([CH:6]=O)=[CH:4][CH:3]=1.[CH:10](I)(I)[I:11]>O1CCCC1.[Cl-].[Cr+2].[Cl-]>[I:11]/[CH:10]=[CH:6]/[C:5]1[CH:8]=[CH:9][C:2]([Br:1])=[CH:3][CH:4]=1 |f:3.4.5|. Reported procedure: To a heterogeneous mixture of chromium (II) chloride (3.98 g, 32.4 mmol) in tetrahydrofuran (40 mL) at 0° C. was added via syringe pump over 1 hour (in the total absence of light) 4-bromo-benzaldehyde (1.00 g, 5.40 mmol) and iodoform (4.25 g, 10.8 mmol) combined as a homogeneous solution in tetrahydrofuran (20 mL). The cold bath was removed, whereupon a quantitative reaction as indicated occurred within 1 hour. The reaction mixture was diluted with 1:1 ether-hexanes (200 mL) then filtered throug...